From a dataset of the Open Reaction Database (ORD), a public repository of structured organic reaction records. describe an organic reaction: reactants, conditions, products, and yield Reactants: C1(=CC=CC=C1)[Li] (phenyl lithium), [Li] (lithium), BrC1=CC=CC=C1 (bromobenzene), C(C1=CC=CC=C1)N1C=NC=C1 (1-benzylimidazole), FC(C1=CC=C(C(=O)C2=CC=CC=C2)C=C1)(F)F (4-(trifluoromethyl)benzophenone). Solvent: O1CCCC1 (tetrahydrofuran), C(C)OCC (diethyl ether), O1CCCC1 (tetrahydrofuran), O (water). Conditions: time 1 hour. The product is C(C1=CC=CC=C1)N1C(=NC=C1)C(O)(C1=CC=C(C=C1)C(F)(F)F)C1=CC=CC=C1 (1-Benzyl-α-phenyl-α-(p-trifluoromethylphenyl)-imidazole-2-methanol). As a reaction SMILES: [CH2:1]([N:8]1[CH:12]=[CH:11][N:10]=[CH:9]1)[C:2]1[CH:7]=[CH:6][CH:5]=[CH:4][CH:3]=1.C1([Li])C=CC=CC=1.[Li].BrC1C=CC=CC=1.[F:28][C:29]([F:45])([F:44])[C:30]1[CH:43]=[CH:42][C:33]([C:34]([C:36]2[CH:41]=[CH:40][CH:39]=[CH:38][CH:37]=2)=[O:35])=[CH:32][CH:31]=1>O.O1CCCC1.C(OCC)C>[CH2:1]([N:8]1[CH:12]=[CH:11][N:10]=[C:9]1[C:34]([C:36]1[CH:41]=[CH:40][CH:39]=[CH:38][CH:37]=1)([C:33]1[CH:32]=[CH:31][C:30]([C:29]([F:45])([F:44])[F:28])=[CH:43][CH:42]=1)[OH:35])[C:2]1[CH:3]=[CH:4][CH:5]=[CH:6][CH:7]=1 |^1:19|. Reported procedure: A solution of 14.2 g (0.09 mol) of 1-benzylimidazole (A. M. Roe, J. Chem. Soc., 1963, 2195) in 60 ml. of tetrahydrofuran was added dropwise at -20° to -30° C. under a nitrogen atmosphere to 0.1 mol phenyl lithium (prepared from 1.52 g (0.22 gr. at.) of lithium and 15.7 g (0.19 mol) of bromobenzene) in 70 ml. of diethyl ether. The reaction mixture was stirred for one hour and then 22.5 g (0.09 mol) of 4-(trifluoromethyl)benzophenone in 35 ml. of tetrahydrofuran were added dropwise. The reaction m...